Task: describe an organic reaction: reactants, conditions, products, and yield. Dataset: the Open Reaction Database (ORD), a public repository of structured organic reaction records The reactants are [Br-], Cc1cc(F)ccc1C[Mg+], COC(=O)c1cc2c([nH]1)CCC2=O. Product: COC(=O)c1cc2c([nH]1)CCC2Cc1ccc(F)cc1C. RXN SMILES: [Br-:14].[F:15][c:16]1[cH:17][c:18]([CH3:24])[c:19]([CH2:20][Mg+:21])[cH:22][cH:23]1.[O:1]=[C:2]1[CH2:3][CH2:4][c:5]2[nH:6][c:7]([C:10](=[O:11])[O:12][CH3:13])[cH:8][c:9]21>>[CH:2]1([CH2:20][c:19]2[c:18]([CH3:24])[cH:17][c:16]([F:15])[cH:23][cH:22]2)[CH2:3][CH2:4][c:5]2[nH:6][c:7]([C:10](=[O:11])[O:12][CH3:13])[cH:8][c:9]21. Conditions: time 0.5 hour. Procedure: 4,5-Dichloroimidazole (0.137 g, 1 mmol) was dissolved into 1 mL of acetonitrile. Potassium hydroxide (0.061 g, 1.1 mmol) was added and the mixture was allowed to stir for 0.5 h. 1-(2-bromoethyl)-naphthalene (0.142 mL, 0.235 g, 1 mmol) was added and the solution was allowed to reflux for 2.5 h. The solution was filtered hot to remove a white precipitate (presumed to be KBr) and the solution was allowed to cool to room temperature to yield a tan crystalline material (0.085 g, 29% yield). 1H NMR (5... Product: C(C)C1=C(C2=CC=CC=C2C=C1)N1C=NC(=C1Cl)Cl (1-(2-ethyl-1-naphthyl)-4,5-dichloroimidazole). Reactants: [OH-].[K+] (Potassium hydroxide), ClC=1N=CNC1Cl (4,5-Dichloroimidazole), C(C)#N (acetonitrile), BrCCC1=CC=CC2=CC=CC=C12 (1-(2-bromoethyl)-naphthalene). Isolated yield 29.0%. Reaction SMILES: [Cl:1][C:2]1[N:3]=[CH:4][NH:5][C:6]=1[Cl:7].[OH-].[K+].BrCC[C:13]1[C:22]2[C:17](=[CH:18][CH:19]=[CH:20][CH:21]=2)[CH:16]=[CH:15][CH:14]=1.[C:23](#N)[CH3:24]>>[CH2:23]([C:15]1[CH:14]=[CH:13][C:22]2[C:17](=[CH:18][CH:19]=[CH:20][CH:21]=2)[C:16]=1[N:3]1[C:2]([Cl:1])=[C:6]([Cl:7])[N:5]=[CH:4]1)[CH3:24] |f:1.2|. Reactants: Fc1cc(Br)ccc1I, [Li]CCCC, CCCCCC1CCC(=O)CC1, CCCCCC, Cl, C1CCOC1, O. Yields the product CCCCCC1CC=C(c2ccc(Br)cc2F)CC1. RXN SMILES: [Br:1][c:2]1[cH:3][c:4]([F:9])[c:5]([I:8])[cH:6][cH:7]1.[CH2:10]([Li:11])[CH2:12][CH2:13][CH3:14].[CH2:15]([CH2:16][CH2:17][CH2:18][CH3:19])[CH:20]1[CH2:21][CH2:22][C:23](=[O:26])[CH2:24][CH2:25]1.[CH3:33][CH2:34][CH2:35][CH2:36][CH2:37][CH3:38].[ClH:27].[O:28]1[CH2:29][CH2:30][CH2:31][CH2:32]1.[OH2:39]>>[Br:1][c:2]1[cH:3][c:4]([F:9])[c:5]([C:23]2=[CH:22][CH2:21][CH:20]([CH2:15][CH2:16][CH2:17][CH2:18][CH3:19])[CH2:25][CH2:24]2)[cH:6][cH:7]1. Starting materials: ice water, [H-].[Na+] (sodium hydride), ClC1=NC=CN=C1N1CCOCC1 (2-chloro-3-morpholinyl-pyrazine), C(C=C)O (allyl alcohol), [H-].[Na+] (sodium hydride). Solvent: CN(P(N(C)C)(N(C)C)=O)C (hexamethylphosphoric acid triamide). Run at temperature 0 celsius, time 1 hour. Product: C(C=C)OC1=NC=CN=C1N1CCOCC1 (2-Allyloxy-3-morpholinyl-pyrazine). Reaction SMILES: Cl[C:2]1[C:7]([N:8]2[CH2:13][CH2:12][O:11][CH2:10][CH2:9]2)=[N:6][CH:5]=[CH:4][N:3]=1.[CH2:14]([OH:17])[CH:15]=[CH2:16].[H-].[Na+]>CN(C)P(=O)(N(C)C)N(C)C>[CH2:14]([O:17][C:2]1[C:7]([N:8]2[CH2:13][CH2:12][O:11][CH2:10][CH2:9]2)=[N:6][CH:5]=[CH:4][N:3]=1)[CH:15]=[CH2:16] |f:2.3|. Procedure details: 120 g of 2-chloro-3-morpholinyl-pyrazine and 70 g of allyl alcohol are dissolved in 640 ml of hexamethylphosphoric acid triamide. 28.8 g of sodium hydride are introduced into this solution over the course of 30 minutes at 0° C. The mixture is then stirred for a further hour at 0° C. and thereafter for 1 hour at 30° C. and 15 hours at room temperature, until the reaction has subsided. The reaction mixture is then poured out onto 2 liters of ice water. After the excess sodium hydride present has b... Reactants: [Br-], CC[Mg+], C1CCOC1, COC(=O)Cl, O, CCCCCCCC(O)C#CC(C)(C)NS(=O)(=O)c1ccc(C)cc1. RXN SMILES: [Br-:26].[CH2:27]([Mg+:28])[CH3:29].[CH2:36]1[O:37][CH2:38][CH2:39][CH2:40]1.[Cl:30][C:31](=[O:32])[O:33][CH3:34].[OH2:35].[OH:1][CH:2]([C:3]#[C:4][C:5]([CH3:6])([NH:7][S:8](=[O:9])(=[O:10])[c:11]1[cH:12][cH:13][c:14]([CH3:15])[cH:16][cH:17]1)[CH3:18])[CH2:19][CH2:20][CH2:21][CH2:22][CH2:23][CH2:24][CH3:25]>>[O:1]([CH:2]([C:3]#[C:4][C:5]([CH3:6])([NH:7][S:8](=[O:9])(=[O:10])[c:11]1[cH:12][cH:13][c:14]([CH3:15])[cH:16][cH:17]1)[CH3:18])[CH2:19][CH2:20][CH2:21][CH2:22][CH2:23][CH2:24][CH3:25])[C:31](=[O:32])[O:33][CH3:34]. Yields the product CCCCCCCC(C#CC(C)(C)NS(=O)(=O)c1ccc(C)cc1)OC(=O)OC. Starting materials: C(C1=CC=CC=C1)OC1=C(C=C(C=C1)\C=C(\C(=O)O)/S)OC ((Z)-3-(4-Benzyloxy-3-methoxy-phenyl)-2-mercapto-acrylic acid), II (iodine), O (water), S([O-])(O)=O.[Na+] (sodium bisulfite). Solvent: O1CCCC1 (tetrahydrofuran). Reaction conditions: time 1 hour. Yields the product OC=1C(=CC2=C(SC(=C2)C(=O)O)C1)OC (6-Hydroxy-5-methoxy-benzo[b]thiophene-2-carboxylic acid). As a reaction SMILES: C([O:8][C:9]1[CH:14]=[CH:13][C:12](/[CH:15]=[C:16](\[SH:20])/[C:17]([OH:19])=[O:18])=[CH:11][C:10]=1[O:21][CH3:22])C1C=CC=CC=1.II.O.S(=O)(O)[O-].[Na+]>O1CCCC1>[OH:8][C:9]1[C:10]([O:21][CH3:22])=[CH:11][C:12]2[CH:15]=[C:16]([C:17]([OH:19])=[O:18])[S:20][C:13]=2[CH:14]=1 |f:3.4|. Procedure: (Z)-3-(4-Benzyloxy-3-methoxy-phenyl)-2-mercapto-acrylic acid (21 g) and iodine (21 g) in tetrahydrofuran (300 ml) was stirred in 60° C. for 15 hours. Then it was poured into water (1 l) and 120 g sodium bisulfite was added. The product was extracted into ethylacetate and then it extracted into sodium bicarbonate. The water phase was acified by concentrated hydrochloric acid and stirred in room temperature for one hour. The solid was filtered, washed with water and dried under vacuum.